From a dataset of the Open Reaction Database (ORD), a public repository of structured organic reaction records. describe an organic reaction: reactants, conditions, products, and yield Starting materials: FC(OC1=CC=C(C=C1)C(C(=O)Cl)C(C)C)F (2-(4-difluoromethoxyphenyl)-3-methylbutyryl chloride), C(#N)C(C1=CC(=CC=C1)OC1=CC=CC=C1)O (α-cyano-m-phenoxybenzyl alcohol), N1=CC=CC=C1 (pyridine). Run in C(Cl)Cl (methylene chloride), C(Cl)Cl (methylene chloride). Conditions: time 60 hour. Yields the product C(C)(C)C(C(=O)OC(C1=CC(=CC=C1)OC1=CC=CC=C1)C#N)C1=CC=C(C=C1)OC(F)F (α-Cyano-m-phenoxybenzyl α-Isopropyl-4-difluoromethoxyphenylacetate). Isolated yield 24.8%. RXN SMILES: [F:1][CH:2]([F:17])[O:3][C:4]1[CH:9]=[CH:8][C:7]([CH:10]([CH:14]([CH3:16])[CH3:15])[C:11](Cl)=[O:12])=[CH:6][CH:5]=1.[C:18]([CH:20]([OH:34])[C:21]1[CH:26]=[CH:25][CH:24]=[C:23]([O:27][C:28]2[CH:33]=[CH:32][CH:31]=[CH:30][CH:29]=2)[CH:22]=1)#[N:19].N1C=CC=CC=1>C(Cl)Cl>[CH:14]([CH:10]([C:7]1[CH:8]=[CH:9][C:4]([O:3][CH:2]([F:17])[F:1])=[CH:5][CH:6]=1)[C:11]([O:34][CH:20]([C:18]#[N:19])[C:21]1[CH:26]=[CH:25][CH:24]=[C:23]([O:27][C:28]2[CH:29]=[CH:30][CH:31]=[CH:32][CH:33]=2)[CH:22]=1)=[O:12])([CH3:16])[CH3:15]. Reported procedure: A solution of 2-(4-difluoromethoxyphenyl)-3-methylbutyryl chloride (4.82 g) in methylene chloride (10 ml) is added to a methylene chloride solution (10 ml) of α-cyano-m-phenoxybenzyl alcohol (4.05 g) and pyridine (1.5 ml). The mixture is stirred for approximately 60 hours and filtered. The filtrate and the washings are evaporated and the residual oil (6.29 g) is purified on a silica column using 1:1 methylenechloride-hexane as an eluant. The solvent is evaporated and the residue treated with sod... Starting materials: BrC1=CC(=C(C=C1)NC(CC(=O)OCC)=O)C (ethyl 3-[(4-bromo-2-methylphenyl)amino]-3oxopropanoate), C1(CCCCC1)N=C=NC1CCCCC1 (1,3-dicyclohexylcarbodiimide), C1=CC=CC=C1 (benzene), CS(=O)C (dimethyl sulfoxide), P(O)(O)(O)=O (phosphoric acid), CS(=O)C (dimethyl sulfoxide). The product is BrC1=CC(=C(C=C1)NC(C(C(=O)OCC)=S(C)C)=O)C (ethyl 3 -[(4-bromo-2-methylphenyl)amino]-2-(dimethylsulfuranylidene)-3-oxopropanoate). RXN SMILES: [Br:1][C:2]1[CH:7]=[CH:6][C:5]([NH:8][C:9](=[O:16])[CH2:10][C:11]([O:13][CH2:14][CH3:15])=[O:12])=[C:4]([CH3:17])[CH:3]=1.C1(N=C=NC2CCCCC2)CCCCC1.C1C=CC=CC=1.P(=O)(O)(O)O.[CH3:44][S:45]([CH3:47])=O>>[Br:1][C:2]1[CH:7]=[CH:6][C:5]([NH:8][C:9](=[O:16])[C:10](=[S:45]([CH3:47])[CH3:44])[C:11]([O:13][CH2:14][CH3:15])=[O:12])=[C:4]([CH3:17])[CH:3]=1. Procedure details: A mixture of 30.0 grams (0.10 mole) of ethyl 3-[(4-bromo-2-methylphenyl)amino]-3oxopropanoate, 51.58 grams (0.25 mole) of 1,3-dicyclohexylcarbodiimide, 100 milliliters of benzene and 100 milliliters of dimethyl sulfoxide was stirred at ambient temperature and a solution of 4.9 grams (0.05 mole) of anhydrous phosphoric acid in 10 milliliters of dimethyl sulfoxide added dropwise. After a few minutes an exothermic reaction occurred with separation of a white solid and an increase in temperature fro... Starting materials: N([C@H](CC1=CNC2=CC=CC=C12)C(=O)NCCC(=O)OCC)C(=O)OCC1=CC=CC=C1 (Z-DTrp-βAla-OEt), [H][H] (hydrogen). Reagents/catalysts: [Pd] (Pd-C). Solvent: CO (methanol). Product: N[C@H](CC1=CNC2=CC=CC=C12)C(=O)NCCC(=O)OCC (DTrp-βAla-OEt). The yield is 99.8%. RXN SMILES: [NH:1](C(OCC1C=CC=CC=1)=O)[C@@H:2]([C:13]([NH:15][CH2:16][CH2:17][C:18]([O:20][CH2:21][CH3:22])=[O:19])=[O:14])[CH2:3][C:4]1[C:12]2[C:7](=[CH:8][CH:9]=[CH:10][CH:11]=2)[NH:6][CH:5]=1.[H][H]>CO.[Pd]>[NH2:1][C@@H:2]([C:13]([NH:15][CH2:16][CH2:17][C:18]([O:20][CH2:21][CH3:22])=[O:19])=[O:14])[CH2:3][C:4]1[C:12]2[C:7](=[CH:8][CH:9]=[CH:10][CH:11]=2)[NH:6][CH:5]=1. Procedure: The compound obtained in (1) (650 mg) was dissolved in methanol (10 ml) and 10% Pd-C (118 mg) was added. The resulting mixture was vigorously stirred at room temperature under atmospheric pressure of hydrogen overnight. The catalyst was filtered off through Celite and the filtrate was concentrated under reduced pressure to give the product (450 mg). Starting materials: Cl(=O)(=O)(=O)[O-].C1=CC=C[N+]=2C=C3C(=CC12)C=CC=C3 (benzo[b]quinolizinium perchlorate), COC1=CC=C(CN2N=C(C=C2)C(=C)C2=NN(C=C2)CC2=CC=C(C=C2)OC)C=C1 (1,1-di-[(1-p-methoxybenzyl)-pyrazol-3-yl)ethylene). Run in [N+](=O)([O-])C (nitromethane). Yields the product Cl(=O)(=O)(=O)[O-].C1=CC=C[N+]=2CC3=C(CC12)C=CC=C3 (6,11-dihydrobenzo[b]quinolizinium perchlorate). RXN SMILES: [Cl:1]([O-:5])(=[O:4])(=[O:3])=[O:2].[CH:6]1[C:15]2[CH:14]=[C:13]3[CH:16]=[CH:17][CH:18]=[CH:19][C:12]3=[CH:11][N+:10]=2[CH:9]=[CH:8][CH:7]=1.COC1C=CC(CN2C=CC(C(C3C=CN(CC4C=CC(OC)=CC=4)N=3)=C)=N2)=CC=1>[N+](C)([O-])=O>[Cl:1]([O-:5])(=[O:4])(=[O:3])=[O:2].[CH:6]1[C:15]2[CH2:14][C:13]3[CH:16]=[CH:17][CH:18]=[CH:19][C:12]=3[CH2:11][N+:10]=2[CH:9]=[CH:8][CH:7]=1 |f:0.1,4.5|. Reported procedure: A reaction mixture containing benzo[b]quinolizinium perchlorate (9.5 g; 6.8 mmol)and 1,1-di-[(1-p-methoxybenzyl)-pyrazol-3-yl)ethylene (14.9 g; 0.034 mol) in 300 mL of nitromethane was refluxed for 16 h under nitrogen. The reaction mixture was concentrated in vacuo, the residue was triturated with 400 mL of methanol, and the solid was filtered, and dried (60° C.) to afford 22.1 g (85.6%) of 6,11-ethano-12,12-di-[(1-p-methoxybenzyl) -pyrazol-3-yl)]-6,11-dihydrobenzo[b]quinolizinium perchlorate (F... The reactants are O=C([O-])[O-], CS(C)=O, O=[N+]([O-])c1ncccc1Cl, [Cs+], [Cs+], O, Sc1ccccc1. RXN SMILES: [C:18](=[O:19])([O-:20])[O-:21].[CH3:24][S:25]([CH3:26])=[O:27].[Cl:1][c:2]1[c:3]([N+:8](=[O:9])[O-:10])[n:4][cH:5][cH:6][cH:7]1.[Cs+:22].[Cs+:23].[OH2:28].[SH:11][c:12]1[cH:13][cH:14][cH:15][cH:16][cH:17]1>>[c:2]1([S:11][c:12]2[cH:13][cH:14][cH:15][cH:16][cH:17]2)[c:3]([N+:8](=[O:9])[O-:10])[n:4][cH:5][cH:6][cH:7]1. Product: O=[N+]([O-])c1ncccc1Sc1ccccc1. Reactants: C1=C(C=CC2=CC=CC=C12)S (naphth-2-yl mercaptan), C(CC)[O-].[Na+] (sodium n-propanolate), C(CC)O (n-propanol). Run at time 10 hour. The product is C(CC)SC1=CC2=CC=CC=C2C=C1 (naphth-2-yl n-propyl thioether). Isolated yield 93.8%. RXN SMILES: [CH:1]1[C:10]2[C:5](=[CH:6][CH:7]=[CH:8][CH:9]=2)[CH:4]=[CH:3][C:2]=1[SH:11].[CH2:12]([O-])[CH2:13][CH3:14].[Na+].C(O)CC>>[CH2:12]([S:11][C:2]1[CH:3]=[CH:4][C:5]2[C:10](=[CH:9][CH:8]=[CH:7][CH:6]=2)[CH:1]=1)[CH2:13][CH3:14] |f:1.2|. Procedure details: 50 g (0.31 mole) of naphth-2-yl mercaptan were introduced into a solution of 29.5 g (0.36 mole) of sodium n-propanolate and 800 ml (10.6 moles) of n-propanol, and the mixture was heated from 25° to 150° C. in the course of 60 minutes under a carbon monoxide pressure of 300 bar in a 1.2 liter stirred autoclave, and then kept at this temperature for 10 hours. The mixture which emerged from the reactor was distilled to give 58.8 g (95% of theory) of naphth-2-yl n-propyl thioether of boiling point 1... The reactants are C(C)(C)(C)OC(=O)N1CCC(CC1)C#CC1=C(C=CC(=C1)Br)O (4-(5-bromo-2-hydroxy-phenylethynyl)-piperidine-1-carboxylic acid tert-butyl ester), CN(C=O)C (N,N-dimethylformamide). The reagents and catalysts are [Cu](I)I (copper iodide), Cl[Pd]([P](C1=CC=CC=C1)(C2=CC=CC=C2)C3=CC=CC=C3)([P](C4=CC=CC=C4)(C5=CC=CC=C5)C6=CC=CC=C6)Cl (Pd(PPh3)2Cl2). The solvent is C(C)N(CC)CC (triethylamine), ice water. Conditions: temperature 55 celsius. Product: C(C)(C)(C)OC(=O)N1CCC(CC1)C=1OC2=C(C1)C=C(C=C2)Br (4-(5-Bromo-benzofuran-2-yl)-piperidine-1-carboxylic acid tert-butyl ester). As a reaction SMILES: [C:1]([O:5][C:6]([N:8]1[CH2:13][CH2:12][CH:11]([C:14]#[C:15][C:16]2[CH:21]=[C:20]([Br:22])[CH:19]=[CH:18][C:17]=2[OH:23])[CH2:10][CH2:9]1)=[O:7])([CH3:4])([CH3:3])[CH3:2].CN(C)C=O>[Cu](I)I.Cl[Pd](Cl)([P](C1C=CC=CC=1)(C1C=CC=CC=1)C1C=CC=CC=1)[P](C1C=CC=CC=1)(C1C=CC=CC=1)C1C=CC=CC=1.C(N(CC)CC)C>[C:1]([O:5][C:6]([N:8]1[CH2:9][CH2:10][CH:11]([C:14]2[O:23][C:17]3[CH:18]=[CH:19][C:20]([Br:22])=[CH:21][C:16]=3[CH:15]=2)[CH2:12][CH2:13]1)=[O:7])([CH3:4])([CH3:2])[CH3:3] |^1:34,53|. Procedure: A mixture of 4-(5-bromo-2-hydroxy-phenylethynyl)-piperidine-1-carboxylic acid tert-butyl ester (70 mg), copper iodide (9 mg), N,N-dimethylformamide (1 mL), triethylamine (100 μL), and Pd(PPh3)2Cl2 (7 mg) is heated under an argon atmosphere to 55° C. for 0.5 h. The reaction mixture is diluted with ice water after cooling to room temperature and extracted with ethyl acetate. The combined extracts are dried over MgSO4 and concentrated in vacuo. The residue is chromatographed on silica gel (cyclohex...